This data is from the Open Reaction Database (ORD), a public repository of structured organic reaction records. The task is: describe an organic reaction: reactants, conditions, products, and yield The reactants are CCCCCCC(C)Oc1ccc(-c2ccccc2C(=O)[O-])cc1[N+](=O)[O-], CO, Cl, [Li+], [OH-], O, O. Yields the product CCCCCCC(C)Oc1ccc(O)cc1[N+](=O)[O-]. RXN SMILES: [CH3:1][CH:2]([CH2:3][CH2:4][CH2:5][CH2:6][CH2:7][CH3:8])[O:9][c:10]1[c:11]([N+:25](=[O:26])[O-:27])[cH:12][c:13](-[c:16]2[cH:17][cH:18][cH:19][cH:20][c:21]2[C:22]([O-:23])=[O:24])[cH:14][cH:15]1.[CH3:33][OH:34].[ClH:32].[Li+:31].[OH-:30].[OH2:28].[OH2:29]>>[CH3:1][CH:2]([CH2:3][CH2:4][CH2:5][CH2:6][CH2:7][CH3:8])[O:9][c:10]1[c:11]([N+:25](=[O:26])[O-:27])[cH:12][c:13]([OH:28])[cH:14][cH:15]1.